Dataset: the Open Reaction Database (ORD), a public repository of structured organic reaction records. Task: describe an organic reaction: reactants, conditions, products, and yield Procedure: At −100° C., 22 g of 1,1-difluoroethylene were condensed into a solvent mixture of 400 ml of tetrahydrofuran and 100 ml of diethyl ether. Subsequently, 153 ml of a 1.3 molar solution of sec-BuLi were added dropwise to the reaction solution at a temperature between −90° C. and −100° C. Finally, 31.2 g of 1,4-dioxaspiro[4.5]decane were added, the solution was stirred at −100° C. for another 20 minutes and subsequently warmed to 0° C. with stirring. The reaction solution was poured into an aqueous ... Conditions: temperature -100 celsius, time 20 minute. Run in C(C)OCC (diethyl ether), O1CCCC1 (tetrahydrofuran), C(Cl)Cl (methylene chloride). Reaction SMILES: [F:1][C:2]([F:4])=[CH2:3].[Li]C(CC)C.[O:10]1[C:14]2([CH2:19][CH2:18][CH2:17][CH2:16][CH2:15]2)[O:13][CH2:12][CH2:11]1.[Cl-].[NH4+].CCN(S(F)(F)[F:28])CC>C(Cl)Cl.C(OCC)C.O1CCCC1>[F:1][C:2]([F:28])([F:4])[CH:3]=[C:17]1[CH2:18][CH2:19][C:14]2([O:13][CH2:12][CH2:11][O:10]2)[CH2:15][CH2:16]1 |f:3.4|. Product: FC(C=C1CCC2(OCCO2)CC1)(F)F (8-(2,2,2-trifluoroethylidene)-1,4-dioxaspiro[4.5]decane). The reactants are FC(=C)F (1,1-difluoroethylene), O1CCOC12CCCCC2 (1,4-dioxaspiro[4.5]decane), [Cl-].[NH4+] (ammonium chloride), [Cl-].[NH4+] (ammonium chloride), solution, [Li]C(C)CC (sec-BuLi), CCN(CC)S(F)(F)F (DAST). Reactants: COC(=O)c1ccc2c(CBr)csc2c1, CN(C)C=O, [H-], [Na+], O, Oc1cccnc1. The product is COC(=O)c1ccc2c(COc3cccnc3)csc2c1. RXN SMILES: [CH3:10][O:11][C:12](=[O:13])[c:14]1[cH:15][cH:16][c:17]2[c:18]([s:19][cH:20][c:21]2[CH2:22][Br:23])[cH:24]1.[CH3:26][N:27]([CH3:28])[CH:29]=[O:30].[H-:1].[Na+:2].[OH2:25].[OH:3][c:4]1[cH:5][n:6][cH:7][cH:8][cH:9]1>>[O:3]([c:4]1[cH:5][n:6][cH:7][cH:8][cH:9]1)[CH2:22][c:21]1[c:17]2[cH:16][cH:15][c:14]([C:12]([O:11][CH3:10])=[O:13])[cH:24][c:18]2[s:19][cH:20]1. Reaction SMILES: Br[C:2]1[CH:3]=[C:4]([C:14]([NH:16][CH2:17][C:18]2[C:19](=[O:28])[NH:20][C:21]([CH3:27])=[CH:22][C:23]=2[CH2:24][CH2:25][CH3:26])=[O:15])[C:5]2[CH:6]=[N:7][N:8]([CH:11]([CH3:13])[CH3:12])[C:9]=2[CH:10]=1.[CH3:29][C:30]1[N:35]=[CH:34][C:33](B(O)O)=[CH:32][CH:31]=1>>[CH3:12][CH:11]([N:8]1[C:9]2[CH:10]=[C:2]([C:33]3[CH:34]=[N:35][C:30]([CH3:29])=[CH:31][CH:32]=3)[CH:3]=[C:4]([C:14]([NH:16][CH2:17][C:18]3[C:19](=[O:28])[NH:20][C:21]([CH3:27])=[CH:22][C:23]=3[CH2:24][CH2:25][CH3:26])=[O:15])[C:5]=2[CH:6]=[N:7]1)[CH3:13]. Procedure: The title compound was prepared in a similar manner as described for example 8 from 6-bromo-1-(1-methylethyl)-N-[(6-methyl-2-oxo-4-propyl-1,2-dihydro-3-pyridinyl)methyl]-1H-indazole-4-carboxamide (100 mg, 0.225 mmol) and (6-methyl-3-pyridinyl)boronic acid (46 mg, 0.337 mmol). The product was collected as a white solid (99 mg, 94%). 1H NMR (400 MHz, DMSO-d6) δ ppm 11.47 (br. s., 1H) 8.96 (d, J=2.02 Hz, 1H) 8.67 (br. s., 1H) 8.40 (s, 1H) 8.20 (s, 1H) 8.17 (dd, J=8.08, 2.53 Hz, 1H) 7.89 (s, 1H) 7.3... The reactants are BrC=1C=C(C=2C=NN(C2C1)C(C)C)C(=O)NCC=1C(NC(=CC1CCC)C)=O (6-bromo-1-(1-methylethyl)-N-[(6-methyl-2-oxo-4-propyl-1,2-dihydro-3-pyridinyl)methyl]-1H-indazole-4-carboxamide), CC1=CC=C(C=N1)B(O)O ((6-methyl-3-pyridinyl)boronic acid). The product is CC(C)N1N=CC=2C(=CC(=CC12)C=1C=NC(=CC1)C)C(=O)NCC=1C(NC(=CC1CCC)C)=O (1-(1-methylethyl)-N-[(6-methyl-2-oxo-4-propyl-1,2-dihydro-3-pyridinyl)methyl]-6-(6-methyl-3-pyridinyl)-1H-indazole-4-carboxamide). The reactants are C1(CCCC1)NS(=O)(=O)C=1C=2C=CC=NC2C=C(C1)C=1C(=NOC1C)C (N-cyclopentyl-7-(3,5-dimethylisoxazol-4-yl)quinoline-5-sulfonamide), C1=CC(=CC(=C1)Cl)C(=O)OO (mCPBA). Solvent: ClCCl (dichloromethane), C(C)(=O)OCC (ethyl acetate). Run at time 2 hour. Product: ClC1=NC=2C=C(C=C(C2C=C1)S(=O)(=O)NC1CCCC1)C=1C(=NOC1C)C (2-chloro-N-cyclopentyl-7-(3,5-dimethylisoxazol-4-yl)quinoline-5-sulfonamide). Reaction SMILES: [CH:1]1([NH:6][S:7]([C:10]2[C:11]3[CH:12]=[CH:13][CH:14]=[N:15][C:16]=3[CH:17]=[C:18]([C:20]3[C:21]([CH3:26])=[N:22][O:23][C:24]=3[CH3:25])[CH:19]=2)(=[O:9])=[O:8])[CH2:5][CH2:4][CH2:3][CH2:2]1.C1C=C([Cl:33])C=C(C(OO)=O)C=1>ClCCl.C(OCC)(=O)C>[Cl:33][C:14]1[CH:13]=[CH:12][C:11]2[C:10]([S:7]([NH:6][CH:1]3[CH2:2][CH2:3][CH2:4][CH2:5]3)(=[O:9])=[O:8])=[CH:19][C:18]([C:20]3[C:21]([CH3:26])=[N:22][O:23][C:24]=3[CH3:25])=[CH:17][C:16]=2[N:15]=1. Reported procedure: A mixture of N-cyclopentyl-7-(3,5-dimethylisoxazol-4-yl)quinoline-5-sulfonamide (272 mg, 0.73 mmol) and mCPBA (max 77% by weight, 364 mg) in dichloromethane (5 mL) was stirred at room temperature for 2 hours. The reaction mixture was diluted with ethyl acetate and washed with aqueous sodium sulfite solution followed by brine. The organic layer was dried over sodium sulfate and concentrated. The residue was dissolved in POCl3 and heated at 80° C. for 1 hour. The reaction mixture was concentrated ... Reactants: [K+].[Br-] (KBr), O=C1[C@H](CCCN2N1[C@@H](CCC2)C(=O)OC(C)(C)C)NC(CCC2=CC=CC=C2)=O ((1S,9S)t-Butyl octahydro-10-oxo-9-(3-phenylpropionylamino)-6H-pyridazino-[1,2-a][1,2]diazepine-1-carboxylate), N[C@H]1CCCN2N(C1=O)[C@@H](CCC2)C(=O)OC(C)(C)C ((1S,9S)-t-butyl 9-amino-octahydro-10-oxo-6H-pyridazino[1,2-a][1,2]diazepine-1-carboxylate). The solvent is C(Cl)Cl (CH2Cl2). The product is O=C1N2N(C([C@H](CC1)NC(CCC1=CC=CC=C1)=O)=O)[C@@H](CCC2)C(=O)OC(C)(C)C ((1S,9S) t-Butyl 6,10-dioxo-octahydro-9-(3-phenylpropionylamino)-6H-pyridazino[1,2-a][1,2]diazepine-1-carboxylate), colorless oil. Yield: 81.0%. RXN SMILES: [K+].[Br-].[O:3]=[C:4]1[N:10]2[C@H:11]([C:15]([O:17][C:18]([CH3:21])([CH3:20])[CH3:19])=[O:16])[CH2:12][CH2:13][CH2:14][N:9]2[CH2:8][CH2:7][CH2:6][C@@H:5]1[NH:22][C:23](=[O:32])[CH2:24][CH2:25][C:26]1[CH:31]=[CH:30][CH:29]=[CH:28][CH:27]=1.N[C@@H]1C(=[O:41])N2[C@H](C(OC(C)(C)C)=O)CCCN2CCC1>C(Cl)Cl>[O:41]=[C:8]1[CH2:7][CH2:6][C@H:5]([NH:22][C:23](=[O:32])[CH2:24][CH2:25][C:26]2[CH:27]=[CH:28][CH:29]=[CH:30][CH:31]=2)[C:4](=[O:3])[N:10]2[C@H:11]([C:15]([O:17][C:18]([CH3:21])([CH3:20])[CH3:19])=[O:16])[CH2:12][CH2:13][CH2:14][N:9]12 |f:0.1|. Procedure details: To a solution of (1S,9S) t-butyl 9-amino-6,10-dioxo-octahydro-6H-pyyridazino [1,2-a][1,2]diazepine-1-carboxylate (690 mg; 2.32 mmol; GB 2128984) in dioxane (16 ml) and water (4 ml) at 0° C. was added solid sodium bicarbonate (292 mg; 3.48 mmol) followed by dropwise addition of 3-phenylpropionyl chloride (470 mg; 2.78 mmol). The mixture was stirred at room temperature for 2 h then more sodium bicarbonate (200 mg; 2.38 mmol) and 3-phenylpropionyl chloride (100 mg; 0.6 mmol) was added. The mixture ... The reactants are O=C(Cl)c1cc(F)c(F)cc1Br, CCOC(=O)CC(=O)OCC, ClC(Cl)(Cl)Cl, CCO, [Mg], O=S(=O)(O)O. Product: CCOC(=O)C(C(=O)OCC)C(=O)c1cc(F)c(F)cc1Br. RXN SMILES: [Br:13][c:14]1[c:15]([C:16](=[O:17])[Cl:18])[cH:19][c:20]([F:24])[c:21]([F:23])[cH:22]1.[C:2]([CH2:3][C:4](=[O:5])[O:6][CH2:7][CH3:8])(=[O:9])[O:10][CH2:11][CH3:12].[C:33]([Cl:34])([Cl:35])([Cl:36])[Cl:37].[CH3:30][CH2:31][OH:32].[Mg:1].[S:25](=[O:26])(=[O:27])([OH:28])[OH:29]>>[C:2]([CH:3]([C:4](=[O:5])[O:6][CH2:7][CH3:8])[C:16]([c:15]1[c:14]([Br:13])[cH:22][c:21]([F:23])[c:20]([F:24])[cH:19]1)=[O:17])(=[O:9])[O:10][CH2:11][CH3:12]. Starting materials: CNc1nccc(-c2cc(NC3CCN(C(=O)OCC4c5ccccc5-c5ccccc54)CC3)c3cc(OC)ccc3c2)n1, CSC, ClC(Cl)Cl, FB(F)F. Product: CNc1nccc(-c2cc(NC3CCN(C(=O)OCC4c5ccccc5-c5ccccc54)CC3)c3cc(O)ccc3c2)n1. As a reaction SMILES: [CH3:1][O:2][c:3]1[cH:4][cH:5][c:6]2[cH:7][c:8](-[c:37]3[n:38][c:39]([NH:43][CH3:44])[n:40][cH:41][cH:42]3)[cH:9][c:10]([NH:13][CH:14]3[CH2:15][CH2:16][N:17]([C:20](=[O:21])[O:22][CH2:23][CH:24]4[c:25]5[cH:26][cH:27][cH:28][cH:29][c:30]5-[c:31]5[cH:32][cH:33][cH:34][cH:35][c:36]54)[CH2:18][CH2:19]3)[c:11]2[cH:12]1.[CH3:45][S:46][CH3:47].[CH:52]([Cl:53])([Cl:54])[Cl:55].[F:48][B:49]([F:50])[F:51]>>[OH:2][c:3]1[cH:4][cH:5][c:6]2[cH:7][c:8](-[c:37]3[n:38][c:39]([NH:43][CH3:44])[n:40][cH:41][cH:42]3)[cH:9][c:10]([NH:13][CH:14]3[CH2:15][CH2:16][N:17]([C:20](=[O:21])[O:22][CH2:23][CH:24]4[c:25]5[cH:26][cH:27][cH:28][cH:29][c:30]5-[c:31]5[cH:32][cH:33][cH:34][cH:35][c:36]54)[CH2:18][CH2:19]3)[c:11]2[cH:12]1.